The task is: describe an organic reaction: reactants, conditions, products, and yield. This data is from the Open Reaction Database (ORD), a public repository of structured organic reaction records. Reactants: CC(=O)C (acetone), ClC1=C(C(=O)O)C=CC=N1 (2-chloronicotinic acid), CNC1=CC=CC=C1 (N-methylaniline), S(=O)(Cl)Cl (thionyl chloride), [S-]C#N.[NH4+] (ammonium thiocyanate), CC(=O)C (acetone). Solvent: CN(C)C=O (DMF). Product: C(C)N(C1=CC=CC=C1)C=1SC2=C(C(N1)=O)C=CC=N2 (2-(N-ethyl-N-phenylamino)-4H-pyrido[3,2-e]-1,3-thiazin-4-one). Reaction SMILES: Cl[C:2]1[N:10]=[CH:9][CH:8]=[CH:7][C:3]=1[C:4]([OH:6])=O.S(Cl)(Cl)=O.[S-:15][C:16]#[N:17].[NH4+].[CH3:19][NH:20][C:21]1[CH:26]=[CH:25][CH:24]=[CH:23][CH:22]=1.[CH3:27]C(C)=O>CN(C=O)C>[CH2:19]([N:20]([C:16]1[S:15][C:2]2[N:10]=[CH:9][CH:8]=[CH:7][C:3]=2[C:4](=[O:6])[N:17]=1)[C:21]1[CH:26]=[CH:25][CH:24]=[CH:23][CH:22]=1)[CH3:27] |f:2.3|. Procedure: The reaction procedure of Example 57 was followed except that 1.757 g (11.2 mmol) of 2-chloronicotinic acid, 15 ml of thionyl chloride, two droplets of DMF, 891 mg of ammonium thiocyanate, 15 ml of acetone, 1.26 g of N-methylaniline and 10 ml of acetone were used. The product was then recrystallized from ethanol to obtain 2.37 g of 2-(N-ethyl-N-phenylamino)-4H-pyrido[3,2-e]-1,3-thiazin-4-one. The reactants are BrC1=NC=C(N=C1)N1C(=CC=C1C)C (2-bromo-5-(2,5-dimethyl-1H-pyrrol-1-yl)pyrazine), [Si](C)(C)(C(C)(C)C)O[C@@H]1[C@H](C[C@@H](CC1)C(=O)OCC)F ((1R,3S,4S)-ethyl 4-((tert-butyldimethylsilyl)oxy)-3-fluorocyclohexanecarboxylate), {[P(t-Bu)3]PdBr}2, C[Si](C)(C)[N-][Si](C)(C)C.[Na+] (NaHMDS). Run in C1(=CC=CC=C1)C (toluene). Run at temperature -35 celsius, time 30 minute. Yields the product [Si](C)(C)(C(C)(C)C)O[C@@H]1[C@H](CC(CC1)(C(=O)OCC)C1=NC=C(N=C1)N1C(=CC=C1C)C)F ((1RS,3S,4S)-ethyl 4-((tert-butyldimethylsilyl)oxy)-1-(5-(2,5-dimethyl-1H-pyrrol-1-yl)pyrazin-2-yl)-3-fluorocyclohexanecarboxylate). Isolated yield 150.6%. As a reaction SMILES: Br[C:2]1[CH:7]=[N:6][C:5]([N:8]2[C:12]([CH3:13])=[CH:11][CH:10]=[C:9]2[CH3:14])=[CH:4][N:3]=1.[Si:15]([O:22][C@H:23]1[CH2:28][CH2:27][C@@H:26]([C:29]([O:31][CH2:32][CH3:33])=[O:30])[CH2:25][C@@H:24]1[F:34])([C:18]([CH3:21])([CH3:20])[CH3:19])([CH3:17])[CH3:16].C[Si]([N-][Si](C)(C)C)(C)C.[Na+]>C1(C)C=CC=CC=1>[Si:15]([O:22][C@H:23]1[CH2:28][CH2:27][C:26]([C:2]2[CH:7]=[N:6][C:5]([N:8]3[C:12]([CH3:13])=[CH:11][CH:10]=[C:9]3[CH3:14])=[CH:4][N:3]=2)([C:29]([O:31][CH2:32][CH3:33])=[O:30])[CH2:25][C@@H:24]1[F:34])([C:18]([CH3:21])([CH3:20])[CH3:19])([CH3:17])[CH3:16] |f:2.3|. Procedure: To a 1 L flask was added 2-bromo-5-(2,5-dimethyl-1H-pyrrol-1-yl)pyrazine (23 g, 67 mmol), (1R,3S,4S)-ethyl 4-((tert-butyldimethylsilyl)oxy)-3-fluorocyclohexanecarboxylate (28 g, 83 mmol), {[P(t-Bu)3]PdBr}2 (800 mg, 1 mmol) followed by toluene (250 mL). The reaction mixture was degassed three times by purging with nitrogen and then cooled to −35±5° C. To the reaction mixture was added NaHMDS (47 mL, 2 M in THF, 94 mmol), dropwise. The temperature was raised to room temeperature over a one hour pe... The reactants are O (water), C(CCCCCCC\C=C/CCCCCCCC)Cl (oleyl chloride), N1CCNCC1 (piperazine). Run in C(Cl)Cl (methylene chloride), C(Cl)Cl (methylene chloride). Yields the product C(CCCCCCC\C=C/CCCCCCCC)(=O)N1CCNCC1 (1-Oleoylpiperazine). The yield is 76.0%. Reaction SMILES: [CH2:1](Cl)[CH2:2][CH2:3][CH2:4][CH2:5][CH2:6][CH2:7][CH2:8]/[CH:9]=[CH:10]\[CH2:11][CH2:12][CH2:13][CH2:14][CH2:15][CH2:16][CH2:17][CH3:18].[NH:20]1[CH2:25][CH2:24][NH:23][CH2:22][CH2:21]1.[OH2:26]>C(Cl)Cl>[C:1]([N:20]1[CH2:25][CH2:24][NH:23][CH2:22][CH2:21]1)(=[O:26])[CH2:2][CH2:3][CH2:4][CH2:5][CH2:6][CH2:7][CH2:8]/[CH:9]=[CH:10]\[CH2:11][CH2:12][CH2:13][CH2:14][CH2:15][CH2:16][CH2:17][CH3:18]. Procedure: A solution of 3.0 g of oleyl chloride in 10 mg of methylene chloride was added portion-wise to a solution of 4.3 g of piperazine in 30 ml of methylene chloride with stirring under ice cooling. After stirring the mixture in situ for additional 2 hours, 10 ml of water was added to the reaction mixture to separate the organic layer. The organic layer was further washed with water and dried over anhydrous sodium sulfate, followed by removal of the solvent by evaporation. The residue obtained was pur... Starting materials: BrC1=CC=C(C=C1)S(=O)(=O)OCCOC1CCCC1 (2-(cyclopentyloxy)ethyl 4-bromobenzenesulfonate), [I-].[Na+] (sodium iodide). Run in CC(=O)C (acetone). Run at time 16 hour. Product: ICCOC1CCCC1 (1-(2-Iodoethoxy)cyclopentane). Yield: 36.8%. As a reaction SMILES: BrC1C=CC(S(O[CH2:12][CH2:13][O:14][CH:15]2[CH2:19][CH2:18][CH2:17][CH2:16]2)(=O)=O)=CC=1.[I-:20].[Na+]>CC(C)=O>[I:20][CH2:12][CH2:13][O:14][CH:15]1[CH2:19][CH2:18][CH2:17][CH2:16]1 |f:1.2|. Procedure details: To a solution of 2-(cyclopentyloxy)ethyl 4-bromobenzenesulfonate (Preparation 16, 60 mg, 0.17 mmol) in acetone (5 mL) at room temperature was added sodium iodide (200 mg, 1.3 mmol). The mixture was,heated at 35° C. for 16 hours and then cooled. The residual precipitate was removed by filtration and the filtrate was concentrated in vacuo. The residue was partitioned between diethyl ether (10 mL) and water (10 mL). The two layers were separated and the organic layer was dried over sodium sulfate, ...